This data is from the Open Reaction Database (ORD), a public repository of structured organic reaction records. The task is: describe an organic reaction: reactants, conditions, products, and yield Reactants: C1=NC=CC2=CC(=CC=C12)C=O (isoquinoline-6-carbaldehyde), C(C)(=O)O (acetic acid). Reagents/catalysts: O=[Mn]=O (MnO2). Run in [C-]#N.[Na+] (NaCN). Run at time 3 day. Yields the product C1=NC=CC2=CC(=CC=C12)C(=O)OC (Methyl Isoquinoline-6-carboxylate). Reaction SMILES: [CH:1]1[C:10]2[C:5](=[CH:6][C:7]([CH:11]=[O:12])=[CH:8][CH:9]=2)[CH:4]=[CH:3][N:2]=1.[C:13](O)(=[O:15])C>[C-]#N.[Na+].O=[Mn]=O>[CH:1]1[C:10]2[C:5](=[CH:6][C:7]([C:11]([O:15][CH3:13])=[O:12])=[CH:8][CH:9]=2)[CH:4]=[CH:3][N:2]=1 |f:2.3|. Procedure: 290 mg of isoquinoline-6-carbaldehyde are dissolved in 40 ml of MeON, and firstly 450 mg of NaCN, then 210 μl of glacial acetic acid, and finally 3.5 g of MnO2 are added. The mixture is stirred at RT for 3 days, and the precipitate is filtered off and the filtrate is poured into a solution of 15 g of FeSO4 in 150 ml of water. Subsequently, the pH of the mixture is adjusted to 9 with Na2CO3 solution, the precipitate is filtered off, and the filtrate is extracted 3× with 150 ml of EA. Drying takes... Starting materials: [H-].[Na+] (sodium hydride), C(C(O)CC#N)#N (malonitrile), CN(C=O)C (dimethylformamide), CC1CN(CC(O1)C)C1=CC=C2C(C(=O)OC(N2)=O)=C1 (5-(2,6-dimethylmorpholin-4-yl)isatoic anhydride). Solvent: O (water). Run at time 10 hour. Product: NC1=NC2=CC=C(C=C2C(=C1C#N)O)N1CC(OC(C1)C)C (2-Amino-3-cyano-4-hydroxy-6-(2,6-dimethylmorpholin-4-yl)quinoline). RXN SMILES: C(#N)C([CH2:4][C:5]#[N:6])O.[H-].[Na+].[CH3:10][CH:11]1[O:16][CH:15]([CH3:17])[CH2:14][N:13]([C:18]2[CH:29]=[C:22]3[C:23]([O:25][C:26](=O)[NH:27][C:21]3=[CH:20][CH:19]=2)=O)[CH2:12]1.C[N:31](C)C=O>O>[NH2:31][C:26]1[C:4]([C:5]#[N:6])=[C:23]([OH:25])[C:22]2[C:21](=[CH:20][CH:19]=[C:18]([N:13]3[CH2:14][CH:15]([CH3:17])[O:16][CH:11]([CH3:10])[CH2:12]3)[CH:29]=2)[N:27]=1 |f:1.2|. Reported procedure: 4 g of malonitrile is dissolved in 50 ml of dimethylformamide. To the solution, in several portions, 2.4 g of 60% sodium hydride in oily dispersion are added. To the clear solution 8 g of 5-(2,6-dimethylmorpholin-4-yl)isatoic anhydride is added and the mixture is stirred at room temperature for 10 hours. The reaction mixture is diluted with 70 ml of water and extracted with 2×30 ml of ethyl acetate. The aqueous phase is evaporated in vacuum, the solid residue is dissolved in 20 ml of water, and ... The reactants are C(C)N1C(C=CC2=C1N=C(N=C2)S(=O)C)=O (8-ethyl-2-methylsulfinyl-8H-pyrido[2,3-d]pyrimidin-7-one), COC1=C(N)C=CC=C1 (2-methoxyaniline). Conditions: temperature 175 celsius. The product is C(C)N1C(C=CC2=C1N=C(N=C2)NC2=C(C=CC=C2)OC)=O (8-ethyl-2-(2-methoxyphenyl-amino)-8H-pyrido[2,3-d]pyrimidin-7-one). Isolated yield 34.0%. RXN SMILES: [CH2:1]([N:3]1[C:8]2[N:9]=[C:10](S(C)=O)[N:11]=[CH:12][C:7]=2[CH:6]=[CH:5][C:4]1=[O:16])[CH3:2].[CH3:17][O:18][C:19]1[CH:25]=[CH:24][CH:23]=[CH:22][C:20]=1[NH2:21]>>[CH2:1]([N:3]1[C:8]2[N:9]=[C:10]([NH:21][C:20]3[CH:22]=[CH:23][CH:24]=[CH:25][C:19]=3[O:18][CH3:17])[N:11]=[CH:12][C:7]=2[CH:6]=[CH:5][C:4]1=[O:16])[CH3:2]. Procedure: A mixture of 8-ethyl-2-methylsulfinyl-8H-pyrido[2,3-d]pyrimidin-7-one (140 mg, 0.59 mmol) and 500 μL of 2-methoxyaniline was heated at 175° C. for 20 minutes. The reaction mixture was cooled to room temperature and partitioned between chloroform and saturated sodium bicarbonate. The organic layer was washed with brine, dried over magnesium sulfate, filtered, and concentrated in vacuo. The residue was purified by flash chromatography eluting with ethyl acetate. Recrystallization from ethyl acetat... Starting materials: [H-].[Na+] (sodium hydride), ice water, C(C)(=O)C1=C(C(C(=O)OC)=CC=C1)O (methyl 3-acetylsalicylate), BrC(C(=O)OC)C (methyl 2-bromo-propionate). Solvent: CN(C=O)C (dimethylformamide), CN(C=O)C (dimethylformamide). Run at time 20 minute. The product is COC(=O)C1=C(OC(C(=O)OC)C)C(=CC=C1)C(C)=O (methyl 2-(2-methoxycarbonyl-6-acetylphenoxy)propionate). Yield: 66.7%. Reaction SMILES: [C:1]([C:4]1[CH:13]=[CH:12][CH:11]=[C:6]([C:7]([O:9][CH3:10])=[O:8])[C:5]=1[OH:14])(=[O:3])[CH3:2].[H-].[Na+].Br[CH:18]([CH3:23])[C:19]([O:21][CH3:22])=[O:20]>CN(C)C=O>[CH3:10][O:9][C:7]([C:6]1[CH:11]=[CH:12][CH:13]=[C:4]([C:1](=[O:3])[CH3:2])[C:5]=1[O:14][CH:18]([CH3:23])[C:19]([O:21][CH3:22])=[O:20])=[O:8] |f:1.2|. Reported procedure: 5.3 g of methyl 3-acetylsalicylate are dissolved in 50 ml of dimethylformamide and the solution is added dropwise to a suspension of 1.26 g of 62.5% sodium hydride in 15 ml of dimethylformamide, and the mixture is stirred for 20 minutes. 5.40 g of methyl 2-bromo-propionate are added dropwise to the mixture and the mixture is heated at 60°-80° C. for 7 hours. The reaction mixture is poured into ice-water and the aqueous mixture is extracted with ethyl acetate. The extract is washed with water, dr... Reactants: O (water), C(C)(C)(C)OC(=O)N1CCN(CC1)C1=NC=C(C=C1)N (4-(5-amino-pyridin-2-yl)-piperazine-1-carboxylic acid tert-butyl ester), ClC(COC(NC=1N(N=C(C1)C1(CC1)C)C1=CC=C(C=C1)C)=O)(Cl)Cl ([5-(1-methyl-cyclopropyl)-2-p-tolyl-2H-pyrazol-3-yl]-carbamic acid 2,2,2-trichloroethyl ester), C(C)(C)N(CC)C(C)C (diisopropylethylamine). The solvent is CS(=O)C (DMSO). Yields the product C(C)(C)(C)OC(=O)N1CCN(CC1)C1=NC=C(C=C1)NC(=O)NC=1N(N=C(C1)C1(CC1)C)C1=CC=C(C=C1)C (4-(5-{3-[5-(1-Methyl-cyclopropyl)-2-p-tolyl-2H-pyrazol-3-yl]-ureido}-pyridin-2-yl)-piperazine-1-carboxylic acid tert-butyl ester). RXN SMILES: [C:1]([O:5][C:6]([N:8]1[CH2:13][CH2:12][N:11]([C:14]2[CH:19]=[CH:18][C:17]([NH2:20])=[CH:16][N:15]=2)[CH2:10][CH2:9]1)=[O:7])([CH3:4])([CH3:3])[CH3:2].ClC(Cl)(Cl)C[O:24][C:25](=O)[NH:26][C:27]1[N:28]([C:36]2[CH:41]=[CH:40][C:39]([CH3:42])=[CH:38][CH:37]=2)[N:29]=[C:30]([C:32]2([CH3:35])[CH2:34][CH2:33]2)[CH:31]=1.C(N(C(C)C)CC)(C)C.O>CS(C)=O>[C:1]([O:5][C:6]([N:8]1[CH2:13][CH2:12][N:11]([C:14]2[CH:19]=[CH:18][C:17]([NH:20][C:25]([NH:26][C:27]3[N:28]([C:36]4[CH:37]=[CH:38][C:39]([CH3:42])=[CH:40][CH:41]=4)[N:29]=[C:30]([C:32]4([CH3:35])[CH2:33][CH2:34]4)[CH:31]=3)=[O:24])=[CH:16][N:15]=2)[CH2:10][CH2:9]1)=[O:7])([CH3:4])([CH3:2])[CH3:3]. Reported procedure: Heat a solution of 4-(5-amino-pyridin-2-yl)-piperazine-1-carboxylic acid tert-butyl ester (Preparation 4, 1.05 equiv, 0.5845 g), [5-(1-methyl-cyclopropyl)-2-p-tolyl-2H-pyrazol-3-yl]-carbamic acid 2,2,2-trichloroethyl ester (Preparation 39, 1.0 equiv, 0.8054 g) and diisopropylethylamine (2 equiv, 0.7 mL) in DMSO (0.25 M, 8 mL) to 60° C. for 6 hours. Cool the resulting mixture to ambient temperature, and add water (20 mL). Extract with EtOAc (2×25 mL), then wash the combined organic phases with wa... As a reaction SMILES: C(OC(=O)[NH:10][CH2:11][CH2:12][C:13]1[O:14][C:15]([CH2:18][CH3:19])=[CH:16][N:17]=1)C1C=CC=CC=1.Cl>C(O)C.[Pd]>[CH2:18]([C:15]1[O:14][C:13]([CH2:12][CH2:11][NH2:10])=[N:17][CH:16]=1)[CH3:19]. The solvent is C(C)O (ethanol). Product: C(C)C1=CN=C(O1)CCN (2-(5-Ethyl-oxazol-2-yl)-ethylamine). Reactants: C(C1=CC=CC=C1)OC(NCCC=1OC(=CN1)CC)=O ([2-(5-Ethyl-oxazol-2-yl)-ethyl]-carbamic acid benzyl ester), Cl (HCl). The reagents and catalysts are [Pd] (Pd on carbon). Reported procedure: A solution of [2-(5-ethyl-oxazol-2-yl)-ethyl]-carbamic acid benzyl ester (step 3) (0.41 g, 1.49 mmol), 2M HCl (0.75 ml) in ethanol (40 ml) is stirred under hydrogen in the presence of 10% Pd on carbon (0.041 g) for 5 hours. The reaction mixture is filtered and concentrated in vacuo to yield the titled compound.